From a dataset of the Open Reaction Database (ORD), a public repository of structured organic reaction records. describe an organic reaction: reactants, conditions, products, and yield Starting materials: [Na]C1=CC=CC1, COC(C)=O, C1CCOC1. Product: CC(=O)C1=C([Na])CC=C1. RXN SMILES: [C:1]1([Na:6])=[CH:2][CH:3]=[CH:4][CH2:5]1.[CH3:7][O:8][C:9]([CH3:10])=[O:11].[O:12]1[CH2:13][CH2:14][CH2:15][CH2:16]1>>[C:1]1([Na:6])=[C:2]([C:9](=[O:8])[CH3:10])[CH:3]=[CH:4][CH2:5]1. Starting materials: C(=O)([O-])[O-].[K+].[K+] (K2CO3), TEA, ClCC(=O)Cl (chloroacetyl chloride), FC(C1=CC(=C(CNC(C2=C(C(=CC=C2)O)N)=O)C=C1)N1CCCCC1)(F)F (N-(4-(trifluoromethyl)-2-(piperidin-1-yl)benzyl)-2-amino-3-hydroxybenzamide). Solvent: CN(C)C=O (DMF). Reaction conditions: time 2 hour. The product is FC(C1=CC(=C(CNC(=O)C2=CC=CC=3OCC(NC32)=O)C=C1)N1CCCCC1)(F)F (N-(4-(trifluoromethyl)-2-(piperidin-1-yl)benzyl)-3,4-dihydro-3-oxo-2H-benzo[b][1,4]oxazine-5-carboxamide). Isolated yield 36.0%. Reaction SMILES: [F:1][C:2]([F:28])([F:27])[C:3]1[CH:20]=[CH:19][C:6]([CH2:7][NH:8][C:9](=[O:18])[C:10]2[CH:15]=[CH:14][CH:13]=[C:12]([OH:16])[C:11]=2[NH2:17])=[C:5]([N:21]2[CH2:26][CH2:25][CH2:24][CH2:23][CH2:22]2)[CH:4]=1.Cl[CH2:30][C:31](Cl)=[O:32].C([O-])([O-])=O.[K+].[K+]>CN(C=O)C>[F:28][C:2]([F:1])([F:27])[C:3]1[CH:20]=[CH:19][C:6]([CH2:7][NH:8][C:9]([C:10]2[C:11]3[NH:17][C:31](=[O:32])[CH2:30][O:16][C:12]=3[CH:13]=[CH:14][CH:15]=2)=[O:18])=[C:5]([N:21]2[CH2:26][CH2:25][CH2:24][CH2:23][CH2:22]2)[CH:4]=1 |f:2.3.4|. Procedure: N-(4-(trifluoromethyl)-2-(piperidin-1-yl)benzyl)-2-amino-3-hydroxybenzamide 22b (2.5 g, 6.4 mmol) was dissolved in 20 ml of DMF and at 0° C. TEA (1.8 ml, 2 equiv.) and chloroacetyl chloride (0.6 ml, 1.2 equiv.) were added. The mixture was stirred at rt for 2 hours. K2CO3 (1.77 g, 2 equiv.) was added and the reaction was stirred at rt for 20 hours. The solvent was evaporated and the crude was dissolved in AcOEt (30 ml) and washed with water (1×20 ml) and brine. The organic phase was dried over so... Reactants: C(C1=CC=CC=C1)OC(C[C@@H](C(NCCCCCCCCCCCCCC)=O)N)=O ((S)-3-amino-3-tetradecylcarbamoylpropionic acid benzyl ester), C(C)(=O)NCCCCCC(=O)NCCCCCC(=O)O (6-(6-acetamidohexanamido)hexanoic acid), C1CCC(CC1)N=C=NC2CCCCC2 (DCC). The solvent is C(Cl)Cl (methylene chloride). Yields the product C(C1=CC=CC=C1)OC(C[C@@H](C(NCCCCCCCCCCCCCC)=O)NC(CCCCCNC(CCCCCNC(C)=O)=O)=O)=O ((s)-3-[6-(6-acetamidohexanamido)hexanamido]-3-tetradecylcarbamoylpropionic acid benzyl ester). Isolated yield 7.3%. As a reaction SMILES: [CH2:1]([O:8][C:9](=[O:30])[CH2:10][C@H:11]([NH2:29])[C:12](=[O:28])[NH:13][CH2:14][CH2:15][CH2:16][CH2:17][CH2:18][CH2:19][CH2:20][CH2:21][CH2:22][CH2:23][CH2:24][CH2:25][CH2:26][CH3:27])[C:2]1[CH:7]=[CH:6][CH:5]=[CH:4][CH:3]=1.[C:31]([NH:34][CH2:35][CH2:36][CH2:37][CH2:38][CH2:39][C:40]([NH:42][CH2:43][CH2:44][CH2:45][CH2:46][CH2:47][C:48](O)=[O:49])=[O:41])(=[O:33])[CH3:32].C1CCC(N=C=NC2CCCCC2)CC1>C(Cl)Cl>[CH2:1]([O:8][C:9](=[O:30])[CH2:10][C@H:11]([NH:29][C:48](=[O:49])[CH2:47][CH2:46][CH2:45][CH2:44][CH2:43][NH:42][C:40](=[O:41])[CH2:39][CH2:38][CH2:37][CH2:36][CH2:35][NH:34][C:31](=[O:33])[CH3:32])[C:12](=[O:28])[NH:13][CH2:14][CH2:15][CH2:16][CH2:17][CH2:18][CH2:19][CH2:20][CH2:21][CH2:22][CH2:23][CH2:24][CH2:25][CH2:26][CH3:27])[C:2]1[CH:3]=[CH:4][CH:5]=[CH:6][CH:7]=1. Reported procedure: 2.1 g of (S)-3-amino-3-tetradecylcarbamoylpropionic acid benzyl ester and 1.5 g of 6-(6-acetamidohexanamido)hexanoic acid were mingled in 10 ml of methylene chloride and after adding thereto 1.1 g of DCC and treating the mixture in the same manner as in Example 26, the product was subjected to silica gel column chromatography, and was eluted with methanol-chloroform (1:3 by v/v ratio) to provide 250 mg of (s)-3-[6-(6-acetamidohexanamido)hexanamido]-3-tetradecylcarbamoylpropionic acid benzyl este...